From a dataset of the Open Reaction Database (ORD), a public repository of structured organic reaction records. describe an organic reaction: reactants, conditions, products, and yield Reactants: ClC=1C=C(COC2=CC=C(C=C2)[C@@H]2C(N(C3=CC=4C[C@H](N(CC4C=C3O2)[C@@H](CC)C2=CC=CC=C2)C(=O)O)C)=O)C=CC1Cl ((3R,7S)-3-[4-(3,4-Dichloro-benzyloxy)-phenyl]-1-methyl-2-oxo-6-((S)-1-phenyl-propyl)-2,3,5,6,7,8-hexahydro-1H-4-oxa-1,6-diaza-anthracene-7-carboxylic acid), COC([C@@H](CC1=CC=C(C=C1)C1=CC=C(C=C1)C#N)N)=O ((R)-2-amino-3-(4′-cyano-biphenyl-4-yl)-propionic acid methyl ester). Yields the product COC([C@@H](CC1=CC=C(C=C1)C1=CC=C(C=C1)C#N)NC(=O)[C@H]1N(CC=2C=C3O[C@@H](C(N(C3=CC2C1)C)=O)C1=CC=C(C=C1)OCC1=CC(=C(C=C1)Cl)Cl)[C@@H](CC)C1=CC=CC=C1)=O ((R)-3-(4′-Cyano-biphenyl-4-yl)-2-{[(3R,7S)-3-[4-(3,4-dichloro-benzyloxy)-phenyl]-1-methyl-2-oxo-6-((S)-1-phenyl-propyl)-2,3,5,6,7,8-hexahydro-1H-4-oxa-1,6-diaza-anthracene-7-carbonyl]-amino}-propionic acid methyl ester). RXN SMILES: [Cl:1][C:2]1[CH:3]=[C:4]([CH:41]=[CH:42][C:43]=1[Cl:44])[CH2:5][O:6][C:7]1[CH:12]=[CH:11][C:10]([C@H:13]2[O:26][C:25]3[C:16](=[CH:17][C:18]4[CH2:19][C@@H:20]([C:36](O)=[O:37])[N:21]([C@H:27]([C:30]5[CH:35]=[CH:34][CH:33]=[CH:32][CH:31]=5)[CH2:28][CH3:29])[CH2:22][C:23]=4[CH:24]=3)[N:15]([CH3:39])[C:14]2=[O:40])=[CH:9][CH:8]=1.[CH3:45][O:46][C:47](=[O:65])[C@H:48]([NH2:64])[CH2:49][C:50]1[CH:55]=[CH:54][C:53]([C:56]2[CH:61]=[CH:60][C:59]([C:62]#[N:63])=[CH:58][CH:57]=2)=[CH:52][CH:51]=1>>[CH3:45][O:46][C:47](=[O:65])[C@H:48]([NH:64][C:36]([C@@H:20]1[CH2:19][C:18]2[CH:17]=[C:16]3[C:25]([O:26][C@H:13]([C:10]4[CH:9]=[CH:8][C:7]([O:6][CH2:5][C:4]5[CH:41]=[CH:42][C:43]([Cl:44])=[C:2]([Cl:1])[CH:3]=5)=[CH:12][CH:11]=4)[C:14](=[O:40])[N:15]3[CH3:39])=[CH:24][C:23]=2[CH2:22][N:21]1[C@H:27]([C:30]1[CH:35]=[CH:34][CH:33]=[CH:32][CH:31]=1)[CH2:28][CH3:29])=[O:37])[CH2:49][C:50]1[CH:55]=[CH:54][C:53]([C:56]2[CH:61]=[CH:60][C:59]([C:62]#[N:63])=[CH:58][CH:57]=2)=[CH:52][CH:51]=1. Reported procedure: (3R,7S)-3-[4-(3,4-Dichloro-benzyloxy)-phenyl]-1-methyl-2-oxo-6-((S)-1-phenyl-propyl)-2,3,5,6,7,8-hexahydro-1H-4-oxa-1,6-diaza-anthracene-7-carboxylic acid was coupled to (R)-2-amino-3-(4′-cyano-biphenyl-4-yl)-propionic acid methyl ester following general procedure 0 to provide (R)-3-(4′-Cyano-biphenyl-4-yl)-2-{[(3R,7S)-3-[4-(3,4-dichloro-benzyloxy)-phenyl]-1-methyl-2-oxo-6-((S)-1-phenyl-propyl)-2,3,5,6,7,8-hexahydro-1H-4-oxa-1,6-diaza-anthracene-7-carbonyl]-amino}-propionic acid methyl ester. Ti... Reactants: C(CC)ONC(CCl)=O (N-Propoxychloroacetamide), C1(=CC=CC=C1)N=C=O (Phenylisocyanate). Reagents/catalysts: C(CCCCCCCCCCC)(=O)[O-].C(CCCCCCCCCCC)(=O)[O-].C(CCC)[Sn+2]CCCC (dibutyltin dilaurate). Run in C1=CC=CC=C1 (benzene), C1=CC=CC=C1 (benzene). Product: ClCC(=NOCCC)OC(NC1=CC=CC=C1)=O (1-chloro-2-(N-phenylcarbamoyloxy)-2-propoxyiminoethane). As a reaction SMILES: [CH2:1]([O:4][NH:5][C:6](=[O:9])[CH2:7][Cl:8])[CH2:2][CH3:3].[C:10]1([N:16]=[C:17]=[O:18])[CH:15]=[CH:14][CH:13]=[CH:12][CH:11]=1>C([O-])(=O)CCCCCCCCCCC.C([O-])(=O)CCCCCCCCCCC.C([Sn+2]CCCC)CCC.C1C=CC=CC=1>[Cl:8][CH2:7][C:6]([O:9][C:17](=[O:18])[NH:16][C:10]1[CH:15]=[CH:14][CH:13]=[CH:12][CH:11]=1)=[N:5][O:4][CH2:1][CH2:2][CH3:3] |f:2.3.4|. Procedure: N-Propoxychloroacetamide (15.1 grams; 0.1 mole), benzene (80 ml) and dibutyltin dilaurate (1 drop) are charged into a glass reaction flask equipped with a mechanical stirrer, thermometer and reflux condenser. Phenylisocyanate (12.1 grams; 0.12 mole) dissolved in benzene (25 ml) is incrementally added to the reaction mixture, with stirring, at room temperature. After the addition is completed the reaction mixture is heated at reflux for a period of about 20 hours. After this time the reaction mix... Reactants: [Rh](I)(I)I (rhodium iodide), CI (methyl iodide), FC(C(=O)O)(F)F (trifluoroacetic acid). Run in O (water), C(C)(=O)O (acetic acid), O (water). Yields the product [Rh] (rhodium), CI (methyl iodide), FC(C(=O)O)(F)F (TFAA). Isolated yield 20.0%. As a reaction SMILES: [Rh:1](I)(I)I.[CH3:5][I:6].[F:7][C:8]([F:13])([F:12])[C:9]([OH:11])=[O:10]>O.C(O)(=O)C>[Rh:1].[CH3:5][I:6].[F:7][C:8]([F:13])([F:12])[C:9]([OH:11])=[O:10]. Procedure: The reactor was charged with a solution containing rhodium iodide, methyl iodide, water, acetic acid and trifluoroacetic acid (TFAA) in proportions to provide 400 ppm rhodium, 14.0% methyl iodide, 14.0% water and 20.0% TFAA. The reactor was sealed, pressured to approximately 28.14 Kg/cm2 of carbon monoxide partial pressure which was checked at 25° C. The reactor was then slowly vented of its carbon monoxide and then flushed twice with carbon monoxide (7 Kg/cm2). The reactor was then pressureed t... Reactants: oxidised naphthalene, C1(=CC=CC2=CC=CC=C12)O (1-naphthol), C1(=CC=C(C2=CC=CC=C12)O)O (naphthalene-1,4-diol). Yields the product C1=CC=CC2=CC=CC=C12 (Naphthalene). RXN SMILES: [C:1]1(O)[C:10]2[C:5](=[CH:6][CH:7]=[CH:8][CH:9]=2)[CH:4]=[CH:3][CH:2]=1.C1(O)C2C(=CC=CC=2)C(O)=CC=1>>[CH:9]1[C:10]2[C:5](=[CH:4][CH:3]=[CH:2][CH:1]=2)[CH:6]=[CH:7][CH:8]=1. Procedure: The peroxygenase oxidised naphthalene yielding two products, 1-naphthol (1-NOL) and naphthalene-1,4-diol (NPD).